From a dataset of the Open Reaction Database (ORD), a public repository of structured organic reaction records. describe an organic reaction: reactants, conditions, products, and yield Conditions: time 12 hour. The solvent is C(Cl)Cl (methylene chloride). Product: C(C1=CC=CC=C1)N(CCN1C(C(OC2=C1C=C(C(=C2)C(F)(F)F)C(=O)N([C@H]2CN(CCC2)C(=O)OC(C)(C)C)C(C)C)(COC2OCCCC2)C)=O)C(=O)OCC2=CC=CC=C2 (tert-Butyl (3R)-3-[{[4-(2-{benzyl[(benzyloxy)carbonyl]amino}ethyl)-2-methyl-3-oxo-2-[(tetrahydro-2H-pyran-2-yloxy)methyl]-7-(trifluoromethyl)-3,4-dihydro-2H-1,4-benzoxazin-6-yl]carbonyl}-(isopropyl)amino]piperidine-1-carboxylate). Reported procedure: To a solution of tert-butyl (3R)-3-[{[4-(2-{benzyl[(benzyloxy)carbonyl]amino}ethyl)-2-(hydroxymethyl)-2-methyl-3-oxo-7-(trifluoromethyl)-3,4-dihydro-2H-1,4-benzoxazin-6-yl]carbonyl}(isopropyl)amino]piperidine-1-carboxylate in methylene chloride (4.0 ml) were added 3,4-dihydro-2H-pyran (86 μl) and pyridinium p-toluenesulfonate (6.3 mg), and the mixture was stirred at room temperature for 12 hours. To the reaction mixture was added water (3 ml), and the mixture was extracted with methylene chlorid... Reaction SMILES: [CH2:1]([N:8]([C:48]([O:50][CH2:51][C:52]1[CH:57]=[CH:56][CH:55]=[CH:54][CH:53]=1)=[O:49])[CH2:9][CH2:10][N:11]1[C:16]2[CH:17]=[C:18]([C:25]([N:27]([CH:41]([CH3:43])[CH3:42])[C@@H:28]3[CH2:33][CH2:32][CH2:31][N:30]([C:34]([O:36][C:37]([CH3:40])([CH3:39])[CH3:38])=[O:35])[CH2:29]3)=[O:26])[C:19]([C:21]([F:24])([F:23])[F:22])=[CH:20][C:15]=2[O:14][C:13]([CH2:45][OH:46])([CH3:44])[C:12]1=[O:47])[C:2]1[CH:7]=[CH:6][CH:5]=[CH:4][CH:3]=1.[O:58]1[CH:63]=[CH:62][CH2:61][CH2:60][CH2:59]1.C1(C)C=CC(S([O-])(=O)=O)=CC=1.[NH+]1C=CC=CC=1.O>C(Cl)Cl>[CH2:1]([N:8]([C:48]([O:50][CH2:51][C:52]1[CH:53]=[CH:54][CH:55]=[CH:56][CH:57]=1)=[O:49])[CH2:9][CH2:10][N:11]1[C:16]2[CH:17]=[C:18]([C:25]([N:27]([CH:41]([CH3:42])[CH3:43])[C@@H:28]3[CH2:33][CH2:32][CH2:31][N:30]([C:34]([O:36][C:37]([CH3:40])([CH3:38])[CH3:39])=[O:35])[CH2:29]3)=[O:26])[C:19]([C:21]([F:24])([F:23])[F:22])=[CH:20][C:15]=2[O:14][C:13]([CH3:44])([CH2:45][O:46][CH:59]2[CH2:60][CH2:61][CH2:62][CH2:63][O:58]2)[C:12]1=[O:47])[C:2]1[CH:7]=[CH:6][CH:5]=[CH:4][CH:3]=1 |f:2.3|. Starting materials: C(C1=CC=CC=C1)N(CCN1C(C(OC2=C1C=C(C(=C2)C(F)(F)F)C(=O)N([C@H]2CN(CCC2)C(=O)OC(C)(C)C)C(C)C)(C)CO)=O)C(=O)OCC2=CC=CC=C2 (tert-butyl (3R)-3-[{[4-(2-{benzyl[(benzyloxy)carbonyl]amino}ethyl)-2-(hydroxymethyl)-2-methyl-3-oxo-7-(trifluoromethyl)-3,4-dihydro-2H-1,4-benzoxazin-6-yl]carbonyl}(isopropyl)amino]piperidine-1-carboxylate), O1CCCC=C1 (3,4-dihydro-2H-pyran), C1(=CC=C(C=C1)S(=O)(=O)[O-])C.[NH+]1=CC=CC=C1 (pyridinium p-toluenesulfonate), O (water). The reactants are 37.8, C(C)OCCNC=1C=NC=CC1NC(CN1CCN(CC1)CC1=CC=CC=C1)=O (N-[3-[(2-ethoxyethyl)amino]-4-pyridinyl]-4-(phenylmethyl) -1-piperazineacetamide), CC1=CC=C(C=C1)S(=O)(=O)O (4-methylbenzenesulfonic acid), CC1=C(C=CC=C1)C (dimethylbenzene). Run in O (water). Conditions: time 16 hour. Product: C(C)OCCN1C(=NC2=C1C=NC=C2)CN2CCN(CC2)CC2=CC=CC=C2 (3-(2-ethoxyethyl)-2-[[4-(phenylmethyl)-1-piperazinyl]methyl]-3H-imidazo[4,5-c]pyridine), compound 11. Yield: 56.1%. Reaction SMILES: [CH2:1]([O:3][CH2:4][CH2:5][NH:6][C:7]1[CH:8]=[N:9][CH:10]=[CH:11][C:12]=1[NH:13][C:14](=O)[CH2:15][N:16]1[CH2:21][CH2:20][N:19]([CH2:22][C:23]2[CH:28]=[CH:27][CH:26]=[CH:25][CH:24]=2)[CH2:18][CH2:17]1)[CH3:2].CC1C=CC(S(O)(=O)=O)=CC=1.CC1C=CC=CC=1C>O>[CH2:1]([O:3][CH2:4][CH2:5][N:6]1[C:7]2[CH:8]=[N:9][CH:10]=[CH:11][C:12]=2[N:13]=[C:14]1[CH2:15][N:16]1[CH2:21][CH2:20][N:19]([CH2:22][C:23]2[CH:28]=[CH:27][CH:26]=[CH:25][CH:24]=2)[CH2:18][CH2:17]1)[CH3:2]. Procedure details: A mixture of 37.8 parts of N-[3-[(2-ethoxyethyl)amino]-4-pyridinyl]-4-(phenylmethyl) -1-piperazineacetamide, 0.1 parts of 4-methylbenzenesulfonic acid and 450 parts of dimethylbenzene was stirred for 16 hours at reflux temperature using a water separator. The reaction mixture was evaporated and the residue was purified by column chromatography over silica gel using a mixture of dichloromethane and methanol (93:7 by volume) as eluent. The pure fractions were collected and the eluent was evaporate... The reactants are O=C([O-])[O-], CCN1CCc2ccc(N)cc2CC1, COCCO, CO, CNC(=O)c1ccccc1Nc1nc(Cl)ncc1Cl, Cl, [K+], [K+], C1COCCO1. Yields the product CCN1CCc2ccc(Nc3ncc(Cl)c(Nc4ccccc4C(=O)NC)n3)cc2CC1. As a reaction SMILES: [C:41](=[O:42])([O-:43])[O-:44].[CH2:20]([CH3:21])[N:22]1[CH2:23][CH2:24][c:25]2[c:26]([cH:29][c:30]([NH2:33])[cH:31][cH:32]2)[CH2:27][CH2:28]1.[CH3:47][O:48][CH2:49][CH2:50][OH:51].[CH3:52][OH:53].[Cl:1][c:2]1[n:3][cH:4][c:5]([Cl:19])[c:6]([NH:8][c:9]2[c:10]([C:11](=[O:12])[NH:13][CH3:14])[cH:15][cH:16][cH:17][cH:18]2)[n:7]1.[ClH:34].[K+:45].[K+:46].[O:35]1[CH2:36][CH2:37][O:38][CH2:39][CH2:40]1>>[c:2]1([NH:33][c:30]2[cH:29][c:26]3[c:25]([cH:32][cH:31]2)[CH2:24][CH2:23][N:22]([CH2:20][CH3:21])[CH2:28][CH2:27]3)[n:3][cH:4][c:5]([Cl:19])[c:6]([NH:8][c:9]2[c:10]([C:11](=[O:12])[NH:13][CH3:14])[cH:15][cH:16][cH:17][cH:18]2)[n:7]1.